Dataset: the Open Reaction Database (ORD), a public repository of structured organic reaction records. Task: describe an organic reaction: reactants, conditions, products, and yield Reactants: C1N(CCOC=2C1=C1C=CNC1=CC2)C(=O)OC(C)(C)C (tert-butyl 1,3,4,8-tetrahydro-2H-[1,4]oxazepino[6,7-e]indole-2-carboxylate), C1N(CCOC=2C1=C1C=CNC1=CC2)C(=O)OC(C)(C)C (tert-butyl 1,3,4,8-tetrahydro-2H-[1,4]oxazepino[6,7-e]indole-2-carboxylate), [H-].[Na+] (NaH), CN(C)C=O (DMF), C1(=CC=CC2=CC=CC=C12)S(=O)(=O)Cl (Naphthalene-1-sulfonyl chloride). Run in N (NH3), CO (MeOH), CO (MeOH), CO (MeOH). Conditions: time 20 minute. Yields the product C1(=CC=CC2=CC=CC=C12)S(=O)(=O)N1C=CC2=C3C(=CC=C12)OCCNC3 (8-(1-Naphthylsulfonyl)-1,3,4,8-tetrahydro-2H-[1,4]oxazepino[6,7-e]indole). Yield: 7.9%. RXN SMILES: [CH2:1]1[C:7]2=[C:8]3[C:12](=[CH:13][CH:14]=[C:6]2[O:5][CH2:4][CH2:3][N:2]1C(OC(C)(C)C)=O)[NH:11][CH:10]=[CH:9]3.[H-].[Na+].CN(C=O)C.[C:29]1([S:39](Cl)(=[O:41])=[O:40])[C:38]2[C:33](=[CH:34][CH:35]=[CH:36][CH:37]=2)[CH:32]=[CH:31][CH:30]=1>N.CO>[C:29]1([S:39]([N:11]2[C:12]3[C:8](=[C:7]4[CH2:1][NH:2][CH2:3][CH2:4][O:5][C:6]4=[CH:14][CH:13]=3)[CH:9]=[CH:10]2)(=[O:41])=[O:40])[C:38]2[C:33](=[CH:34][CH:35]=[CH:36][CH:37]=2)[CH:32]=[CH:31][CH:30]=1 |f:1.2|. Reported procedure: tert-Butyl 1,3,4,8-tetrahydro-2H-[1,4]oxazepino[6,7-e]indole-2-carboxylate (Intermediate 18, 14 mg, 0.050 mmol), NaH (60% in mineral oil, 6.4 mg, 0.10 mmol) and dry DMF (0.2 mL) were shaken at room temperature for 10 minutes. Naphthalene-1-sulfonyl chloride (23 mg, 0.10 mmol, in 0.15 mL of dry DMF) was added to the solution. The reaction mixture was shaken at room temperature for another 20 minutes and a mixture of MeOH/1 M HCl (3:1, 1 mL) was added. The reaction mixture was stirred overnight an...